Dataset: the Open Reaction Database (ORD), a public repository of structured organic reaction records. Task: describe an organic reaction: reactants, conditions, products, and yield The reactants are C(C)(C)O (Isopropanol), CC(=O)C.OS(=O)(=O)O.O=[Cr](=O)=O (Jones reagent), solution, ClC=1C=NC=C(C1CC(O)C1=CC=C(C2=C1C=C(O2)C(=O)OCC)OC)Cl (Ethyl 4-[2-(3,5-dichloro-4-pyridyl)-1-hydroxyethyl]-7-methoxybenzofuran-2-carboxylate). Solvent: CC(=O)C (acetone). Conditions: time 20 minute. Product: ClC=1C=NC=C(C1CC(=O)C1=CC=C(C2=C1C=C(O2)C(=O)O)OC)Cl (4-[2-(3,5-Dichloro-4-pyridyl)-1-oxoethyl]-7-methoxybenzofuran-2-carboxylic Acid). Isolated yield 90.0%. As a reaction SMILES: [Cl:1][C:2]1[CH:3]=[N:4][CH:5]=[C:6]([Cl:27])[C:7]=1[CH2:8][CH:9]([C:11]1[C:16]2[CH:17]=[C:18]([C:20]([O:22]CC)=[O:21])[O:19][C:15]=2[C:14]([O:25][CH3:26])=[CH:13][CH:12]=1)[OH:10].CC(C)=O.OS(O)(=O)=O.O=[Cr](=O)=O.C(O)(C)C>CC(C)=O>[Cl:27][C:6]1[CH:5]=[N:4][CH:3]=[C:2]([Cl:1])[C:7]=1[CH2:8][C:9]([C:11]1[C:16]2[CH:17]=[C:18]([C:20]([OH:22])=[O:21])[O:19][C:15]=2[C:14]([O:25][CH3:26])=[CH:13][CH:12]=1)=[O:10] |f:1.2.3|. Procedure: Ethyl 4-[2-(3,5-dichloro-4-pyridyl)-1-hydroxyethyl]-7-methoxybenzofuran-2-carboxylate (10 g) was dissolved in acetone (200 ml), a Jones reagent (a 2.76 mmol/L solution, 9.7 ml) was dropwise added thereto under cooling on ice, and the mixture was stirred for 20 minutes. Isopropanol was added thereto, and the mixture was stirred at room temperature for 30 minutes. The solvent was distilled off under reduced pressure and the residue was extracted with chloroform. The extract was washed with a satur... Reactants: Cl (hydrogen chloride), C(C)(C)(C)OC(N[C@@H]1C[C@H](C1)N1C(C(C=2C1=NC=CC2)(C)C)=O)=O (tert-butyl(trans-3-(3,3-dimethyl-2-oxo-2,3-dihydro-1H-pyrrolo[2,3-b]pyridin-1-yl)cyclobutyl)carbamate), O1CCOCC1 (1,4-dioxane). Run in C(C)(=O)OCC (ethyl acetate). Run at time 3 hour. The product is Cl.N[C@@H]1C[C@H](C1)N1C(C(C=2C1=NC=CC2)(C)C)=O (1-(trans-3-aminocyclobutyl)-3,3-dimethyl-1H-pyrrolo[2,3-b]pyridin-2(3H)-one hydrochloride). The yield is 87.0%. Reaction SMILES: C(OC(=O)[NH:7][C@H:8]1[CH2:11][C@H:10]([N:12]2[C:16]3=[N:17][CH:18]=[CH:19][CH:20]=[C:15]3[C:14]([CH3:22])([CH3:21])[C:13]2=[O:23])[CH2:9]1)(C)(C)C.[ClH:25].O1CCOCC1>C(OCC)(=O)C>[ClH:25].[NH2:7][C@H:8]1[CH2:11][C@H:10]([N:12]2[C:16]3=[N:17][CH:18]=[CH:19][CH:20]=[C:15]3[C:14]([CH3:21])([CH3:22])[C:13]2=[O:23])[CH2:9]1 |f:4.5|. Reported procedure: To the product from step 2 was added ethyl acetate (10 mL) followed by 4 M hydrogen chloride in 1,4-dioxane (3649 μl, 14.60 mmol). After stirring at room temperature for 3 hours, the precipitate was collected by filtration, washed with additional ethyl acetate, and dried to give 1-(trans-3-aminocyclobutyl)-3,3-dimethyl-1H-pyrrolo[2,3-b]pyridin-2(3H)-one hydrochloride (680 mg, 2.54 mmol, 87% yield) as tan solid. Reactants: C(C1=CC=CC=C1)N1C2=CC=CC=C2C=2CCN(CC12)C1=NC=C(C=N1)C(=O)O (2-(9-benzyl-1,3,4,9-tetrahydro-2H-b-carbolin-2-yl)pyrimidine-5-carboxylic acid), CCN=C=NCCCN(C)C (EDCI), NOC1OCCCC1 (NH2OTHP). Solvent: C(Cl)Cl (DCM), C(Cl)Cl (DCM). Run at time 20 minute. Yields the product O1C(CCCC1)ONC(=O)C=1C=NC(=NC1)N1CC=2N(C3=CC=CC=C3C2CC1)CC1=CC=CC=C1 (N-(tetrahydro-2H-pyran-2-yloxy)-2-[9-benzyl-1,3,4,9-tetrahydro-2H-b-carbolin-2-yl]pyrimidine-5-carboxamide). Isolated yield 53.0%. Reaction SMILES: [CH2:1]([N:8]1[C:20]2[CH2:19][N:18]([C:21]3[N:26]=[CH:25][C:24]([C:27](O)=[O:28])=[CH:23][N:22]=3)[CH2:17][CH2:16][C:15]=2[C:14]2[C:9]1=[CH:10][CH:11]=[CH:12][CH:13]=2)[C:2]1[CH:7]=[CH:6][CH:5]=[CH:4][CH:3]=1.CCN=C=NCCCN(C)C.[NH2:41][O:42][CH:43]1[CH2:48][CH2:47][CH2:46][CH2:45][O:44]1>C(Cl)Cl>[O:44]1[CH2:45][CH2:46][CH2:47][CH2:48][CH:43]1[O:42][NH:41][C:27]([C:24]1[CH:23]=[N:22][C:21]([N:18]2[CH2:17][CH2:16][C:15]3[C:14]4[C:9](=[CH:10][CH:11]=[CH:12][CH:13]=4)[N:8]([CH2:1][C:2]4[CH:3]=[CH:4][CH:5]=[CH:6][CH:7]=4)[C:20]=3[CH2:19]2)=[N:26][CH:25]=1)=[O:28]. Procedure: To a stirred solution of 2-(9-benzyl-1,3,4,9-tetrahydro-2H-b-carbolin-2-yl)pyrimidine-5-carboxylic acid (90 mg) in DCM (5 mL) was added EDCI (74 mg) at 0° C. and the reaction mixture was stirred for 20 min. NH2OTHP (30 mg) was added and the temperature was allowed to attain room temperature. After stirring at room temperature overnight, it was diluted with DCM. The organic layer was washed with water and then concentrated under vacuum. The residue obtained was purified by column chromatography t... Starting materials: [N-]=C=O (isocyanate), [N-]=[N+]=[N-].[Na+] (sodium azide), C(CCCCCCCCC=C)(=O)Cl (10-undecenoyl chloride), Cl.CNO (N-methylhydroxylamine hydrochloride), ice water. Solvent: CN(C)C=O (DMF), O (water), O1CCOCC1 (dioxane), CN(C)C=O (DMF), C(C)N(CC)CC (triethylamine). Reaction conditions: time 45 minute. Product: C(CCCCCCCC=C)NC(=O)N(O)C (N-(9-Decenyl)-N'-methyl-N'-hydroxyurea). Reaction SMILES: [N-]=[N+]=[N-].[Na+].C(Cl)(=O)[CH2:6][CH2:7][CH2:8][CH2:9][CH2:10][CH2:11][CH2:12][CH2:13][CH:14]=[CH2:15].[N-:18]=[C:19]=[O:20].Cl.[CH3:22][NH:23][OH:24]>O.O1CCOCC1.CN(C=O)C.C(N(CC)CC)C>[CH2:6]([NH:18][C:19]([N:23]([CH3:22])[OH:24])=[O:20])[CH2:7][CH2:8][CH2:9][CH2:10][CH2:11][CH2:12][CH2:13][CH:14]=[CH2:15] |f:0.1,4.5|. Procedure: To a stirred solution of sodium azide (1.32 g) in water (5 ml) at 0° C. was added a solution of 10-undecenoyl chloride (4.30 ml) in dioxane (10 ml). The mixture was stirred for 45 minutes, and poured into ice water (100 ml). The mixture was extracted twice with benzene (50 ml), and the combined extracts were washed with ice water (25 ml), dried (MgSO4), and filtered. The filtrate was heated to reflux under a Dean-Stark trap, removing the first 30 ml of distillate. After 30 minutes at reflux, the... The reactants are C(C(C)C)NC1=C(C=CC(=C1)OCCC(C)C)NC(COC1=CC(=CC=C1)OC)=O (N-[2-(Isobutylamino)-4-(3-methylbutoxy)phenyl]-2-(3-methoxyphenoxy)acetamide), resultant solution. Run in CC(=O)O (AcOH). Yields the product C(C(C)C)N1C(=NC2=C1C=C(C=C2)OCCC(C)C)COC2=CC(=CC=C2)OC (1-Isobutyl-2-(3-methoxy-phenoxymethyl)-6-(3-methyl-butoxy)-1H-benzimidazole). Isolated yield 87.0%. As a reaction SMILES: [CH2:1]([NH:5][C:6]1[CH:11]=[C:10]([O:12][CH2:13][CH2:14][CH:15]([CH3:17])[CH3:16])[CH:9]=[CH:8][C:7]=1[NH:18][C:19](=O)[CH2:20][O:21][C:22]1[CH:27]=[CH:26][CH:25]=[C:24]([O:28][CH3:29])[CH:23]=1)[CH:2]([CH3:4])[CH3:3]>CC(O)=O>[CH2:1]([N:5]1[C:6]2[CH:11]=[C:10]([O:12][CH2:13][CH2:14][CH:15]([CH3:17])[CH3:16])[CH:9]=[CH:8][C:7]=2[N:18]=[C:19]1[CH2:20][O:21][C:22]1[CH:27]=[CH:26][CH:25]=[C:24]([O:28][CH3:29])[CH:23]=1)[CH:2]([CH3:4])[CH3:3]. Procedure details: A 250 mL flask fitted with a stir-bar, condenser, and an Ar inlet was charged with amine 50b (10.7 g, 25.8 mmol) and AcOH (110 mL). The resultant solution was heated in a 100° C. bath for 3 hr. The mixture was cooled and concentrated in vacuo to an orange solid. The solid was partitioned with EtOAc (150 mL) and saturated NaHCO3 (100 mL). The organic phase was then washed with brine (100 mL), filtered through phase separation paper, and concentrated in vacuo to 10.6 g of a red oil. The oil was ch... Starting materials: [OH-].[K+] (potassium hydroxide), C1[C@H]([C@@H]2[C@H](O1)[C@@H](CO2)O)O (isomannide), C1(=CC=C(C=C1)S(=O)(=O)Cl)C (p-toluenesulphonyl chloride). Run in O (water), C(Cl)(Cl)(Cl)Cl (carbon tetrachloride), ClCCl (dichloromethane), O (water). Run at temperature 0 celsius. Product: CC1=CC=C(C=C1)S(=O)(=O)O[C@H]1[C@@H]2[C@H](OC1)[C@@H](CO2)O ((3R,3aS,6R,6aR)-6-Hydroxyhexahydrofuro[3,2-b]furan-3-yl 4-methylbenzenesulfonate). RXN SMILES: [CH2:1]1[O:5][C@@H:4]2[C@H:6]([OH:9])[CH2:7][O:8][C@@H:3]2[C@@H:2]1[OH:10].[C:11]1([CH3:21])[CH:16]=[CH:15][C:14]([S:17](Cl)(=[O:19])=[O:18])=[CH:13][CH:12]=1.[OH-].[K+]>C(Cl)(Cl)(Cl)Cl.ClCCl.O>[CH3:21][C:11]1[CH:16]=[CH:15][C:14]([S:17]([O:10][C@@H:2]2[CH2:1][O:5][C@@H:4]3[C@H:6]([OH:9])[CH2:7][O:8][C@H:3]23)(=[O:19])=[O:18])=[CH:13][CH:12]=1 |f:2.3|. Reported procedure: Isomannide (40) (10 g, 68.49 mmol) and p-toluenesulphonyl chloride (6.53 g, 34.25 mmol) were dissolved in a mixture of carbon tetrachloride (50 mL), dichloromethane (5 mL) and water (40 mL). The flask was cooled to 0° C. and a solution of potassium hydroxide (1.92 g, 34.25 mmol) in water (5 mL) added dropwise over 30 minutes with stirring. The resulting biphasic mixture was stirred at 0° C. for 7 hours. Then off-white precipitate was collected by filtration in vacuo then partitioned between dich... Reactants: Nc1ccc(N2CCN(C(=O)c3ccccc3C(F)(F)F)CC2)nn1, O=C(O)CCOc1ccccc1. The product is O=C(CCOc1ccccc1)Nc1ccc(N2CCN(C(=O)c3ccccc3C(F)(F)F)CC2)nn1. RXN SMILES: [NH2:13][c:14]1[cH:15][cH:16][c:17]([N:20]2[CH2:21][CH2:22][N:23]([C:26](=[O:27])[c:28]3[c:29]([C:34]([F:35])([F:36])[F:37])[cH:30][cH:31][cH:32][cH:33]3)[CH2:24][CH2:25]2)[n:18][n:19]1.[O:1]([c:2]1[cH:3][cH:4][cH:5][cH:6][cH:7]1)[CH2:8][CH2:9][C:10](=[O:11])[OH:12]>>[O:1]([c:2]1[cH:3][cH:4][cH:5][cH:6][cH:7]1)[CH2:8][CH2:9][C:10](=[O:12])[NH:13][c:14]1[cH:15][cH:16][c:17]([N:20]2[CH2:21][CH2:22][N:23]([C:26](=[O:27])[c:28]3[c:29]([C:34]([F:35])([F:36])[F:37])[cH:30][cH:31][cH:32][cH:33]3)[CH2:24][CH2:25]2)[n:18][n:19]1. Reaction SMILES: [CH2:1]([CH:2]=[CH2:3])[O:4][CH:5]1[CH:6]([OH:11])[CH2:7][CH2:8][CH2:9][CH2:10]1.[F:14][c:15]1[cH:16][c:17]([C:23]([F:24])([F:25])[F:26])[c:18]([C:19]#[N:20])[cH:21][cH:22]1.[H-:13].[Na+:12].[O:27]=[CH:28][N:29]([CH3:30])[CH3:31]>>[CH2:1]([CH:2]=[CH2:3])[O:4][CH:5]1[CH:6]([O:11][c:15]2[cH:16][c:17]([C:23]([F:24])([F:25])[F:26])[c:18]([C:19]#[N:20])[cH:21][cH:22]2)[CH2:7][CH2:8][CH2:9][CH2:10]1. The product is C=CCOC1CCCCC1Oc1ccc(C#N)c(C(F)(F)F)c1. Starting materials: C=CCOC1CCCCC1O, N#Cc1ccc(F)cc1C(F)(F)F, [H-], [Na+], CN(C)C=O. Starting materials: CC(C(=O)O)(C(NS(=O)(=O)C1=CC=CC=C1)=O)C (2,2-dimethyl-3-oxo-3-[(phenylsulfonyl)amino]propanoic acid), FC(C1=CC=C(C=C1)S(=O)(=O)Cl)(F)F (4-(trifluoromethyl)benzenesulfonyl chloride). Yields the product CC(C(=O)O)(C(NS(=O)(=O)C1=CC=C(C=C1)C(F)(F)F)=O)C (2,2-dimethyl-3-oxo-3-({[4-(trifluoromethyl)phenyl]sulfonyl}amino)propanoic acid). Reaction SMILES: [CH3:1][C:2]([CH3:18])([C:6](=[O:17])[NH:7][S:8]([C:11]1[CH:16]=[CH:15][CH:14]=[CH:13][CH:12]=1)(=[O:10])=[O:9])[C:3]([OH:5])=[O:4].[F:19][C:20]([F:32])([F:31])C1C=CC(S(Cl)(=O)=O)=CC=1>>[CH3:1][C:2]([CH3:18])([C:6](=[O:17])[NH:7][S:8]([C:11]1[CH:16]=[CH:15][C:14]([C:20]([F:32])([F:31])[F:19])=[CH:13][CH:12]=1)(=[O:10])=[O:9])[C:3]([OH:5])=[O:4]. Procedure details: 2,2-dimethyl-3-oxo-3-({[4-(trifluoromethyl)phenyl]sulfonyl}amino)propanoic acid was prepared in the same manner as 2,2-dimethyl-3-oxo-3-[(phenylsulfonyl)amino]propanoic acid starting from 4-(trifluoromethyl)benzenesulfonyl chloride. Reactants: IC=1C=CC2=C(C3=C(NC(=N3)C(=O)OCC)C3CC2C3)C1 (ethyl 9-iodo-3,4,5,6-tetrahydro-4,6-methanobenzo[3,4]cyclohepta[1,2-d]imidazole-2-carboxylate), C([O-])([O-])=O.[K+].[K+] (potassium carbonate), CI (methyl iodide). Run in CN(C=O)C (N,N-dimethylformamide), C(C)(=O)OCC (ethyl acetate). Conditions: temperature 40 celsius. Yields the product IC=1C=CC2=C(C3=C(N(C(=N3)C(=O)OCC)C)C3CC2C3)C1 (ethyl 9-iodo-3-methyl-3,4,5,6-tetrahydro-4,6-methanobenzo[3,4]cyclohepta[1,2-d]imidazole-2-carboxylate). The yield is 18.1%. RXN SMILES: [I:1][C:2]1[CH:3]=[CH:4][C:5]2[CH:19]3[CH2:20][CH:17]([CH2:18]3)[C:8]3[NH:9][C:10]([C:12]([O:14][CH2:15][CH3:16])=[O:13])=[N:11][C:7]=3[C:6]=2[CH:21]=1.[C:22](=O)([O-])[O-].[K+].[K+].CI>CN(C)C=O.C(OCC)(=O)C>[I:1][C:2]1[CH:3]=[CH:4][C:5]2[CH:19]3[CH2:18][CH:17]([CH2:20]3)[C:8]3[N:9]([CH3:22])[C:10]([C:12]([O:14][CH2:15][CH3:16])=[O:13])=[N:11][C:7]=3[C:6]=2[CH:21]=1 |f:1.2.3|. Reported procedure: To a solution of ethyl 9-iodo-3,4,5,6-tetrahydro-4,6-methanobenzo[3,4]cyclohepta[1,2-d]imidazole-2-carboxylate (500 mg, 1.27 mmol) in N,N-dimethylformamide (5 mL) was introduced potassium carbonate (175 mg, 1.27 mmol) and methyl iodide (270 mg, 1.90 mmol). The reaction mixture was warmed to 40° C. for 3 hr. After concentration of the reaction mixture in vacuo, the residue was suspended in ethyl acetate (50 mL) and washed with saturated aqueous sodium bicarbonate (2×10 mL), water (10 mL) and brin...